Dataset: the Open Reaction Database (ORD), a public repository of structured organic reaction records. Task: describe an organic reaction: reactants, conditions, products, and yield Starting materials: [O-]CC.[Na+] (sodium ethoxide), C(C)(C)(C)C1=C(C=CC(=C1)C(C)(C)C)O (2,4-di-t-butylphenol), C12C(CCC1)O2 (cyclopentene oxide). Run in C(C)O (ethanol). Conditions: time 5 minute. The product is CC(C)(C)C1=C(O[C@H]2[C@@H](CCC2)O)C=CC(=C1)C(C)(C)C (trans-2-[2,4-bis(1,1-dimethylethyl)phenoxy]cyclopentanol). Reaction SMILES: [O-]CC.[Na+].[C:5]([C:9]1[CH:14]=[C:13]([C:15]([CH3:18])([CH3:17])[CH3:16])[CH:12]=[CH:11][C:10]=1[OH:19])([CH3:8])([CH3:7])[CH3:6].[CH:20]12[O:25][CH:21]1[CH2:22][CH2:23][CH2:24]2>C(O)C>[CH3:6][C:5]([C:9]1[CH:14]=[C:13]([C:15]([CH3:18])([CH3:17])[CH3:16])[CH:12]=[CH:11][C:10]=1[O:19][C@@H:20]1[CH2:24][CH2:23][CH2:22][C@H:21]1[OH:25])([CH3:8])[CH3:7] |f:0.1|. Reported procedure: To a solution of sodium ethoxide in ethanol (prepared by dissolving 230 mg of sodium in 25 ml of ethanol) was added 2.06 g (10.0 mmoles) of 2,4-di-t-butylphenol. The mixture was stirred for 5 minutes, and then 841 mg (10.0 mmoles) of cyclopentene oxide was added. After refluxing overnight, the mixture was cooled and evaporated, the residue partitioned between diethyl ether and dilute aqueous hydrochloric acid, the aqueous layer further extracted with ether, the combined organic extracts washed w... Starting materials: Cl.N[C@H](C(=O)NC(C)(C)C)CC1=CC=C(C=C1)OCC1=CC=CC=C1 ((S)-2-Amino-3-(4-benzyloxy-phenyl)-N-tert-butyl-propionamide monohydrochloride), C(CC(C)C)=O (isovaleraldehyde), amine, C(=O)(O)[O-].[Na+] (NaHCO3), C(C)(=O)O[BH-](OC(C)=O)OC(C)=O.[Na+] (sodium triacetoxyborohydride), Cl (HCl). The solvent is C(Cl)Cl (CH2Cl2), hexanes, CCOC(=O)C (EtOAc), C(C)OCC (ethyl ether). Run at time 30 minute. Product: Cl.C(C1=CC=CC=C1)OC1=CC=C(C=C1)C[C@@H](C(=O)NC(C)(C)C)NCCC(C)C ((S)-3-(4-Benzyloxy-phenyl)-N-tert-butyl-2-(3-methyl-butylamino)-propionamide monohydrochloride). Isolated yield 60.5%. Reaction SMILES: [ClH:1].[NH2:2][C@@H:3]([CH2:11][C:12]1[CH:17]=[CH:16][C:15]([O:18][CH2:19][C:20]2[CH:25]=[CH:24][CH:23]=[CH:22][CH:21]=2)=[CH:14][CH:13]=1)[C:4]([NH:6][C:7]([CH3:10])([CH3:9])[CH3:8])=[O:5].[CH:26](=O)[CH2:27][CH:28]([CH3:30])[CH3:29].C(O[BH-](OC(=O)C)OC(=O)C)(=O)C.[Na+].C([O-])(O)=O.[Na+].Cl>C(Cl)Cl.C(OCC)C.CCOC(C)=O>[ClH:1].[CH2:19]([O:18][C:15]1[CH:14]=[CH:13][C:12]([CH2:11][C@H:3]([NH:2][CH2:26][CH2:27][CH:28]([CH3:30])[CH3:29])[C:4]([NH:6][C:7]([CH3:8])([CH3:10])[CH3:9])=[O:5])=[CH:17][CH:16]=1)[C:20]1[CH:25]=[CH:24][CH:23]=[CH:22][CH:21]=1 |f:0.1,3.4,5.6,11.12|. Procedure: (S)-2-amino-3- (4-benzyloxy-phenyl)-N-tert-butyl-propionamide monohydrochloride (5.0 g, 14 mmol, Example 2, Step A) and isovaleraldehyde (1.5 mL, 14 mmol, Aldrich, Milwaukee, Wis.) were mixed in CH2Cl2 (70 mL). After stirring at ambient temperature under a nitrogen atmosphere for 30 minutes, the solution was cooled to 0° C. in an ice-water bath. To this solution was added sodium triacetoxyborohydride (4.4 g, 21 mmol). The resulting reaction mixture was stirred for 30 minutes at 0° C., followed b...